This data is from the Open Reaction Database (ORD), a public repository of structured organic reaction records. The task is: describe an organic reaction: reactants, conditions, products, and yield Starting materials: COC(=O)c1ccc(C(=O)Cl)cc1, ClCCl, CC(C)(C)OC(=O)Nc1ccc(-c2cccs2)cc1N. Yields the product COC(=O)c1ccc(C(=O)Nc2cc(-c3cccs3)ccc2NC(=O)OC(C)(C)C)cc1. As a reaction SMILES: [Cl:1][C:2](=[O:3])[c:4]1[cH:5][cH:6][c:7]([C:8](=[O:9])[O:10][CH3:11])[cH:12][cH:13]1.[Cl:34][CH2:35][Cl:36].[NH2:14][c:15]1[c:16]([NH:26][C:27]([O:28][C:29]([CH3:30])([CH3:31])[CH3:32])=[O:33])[cH:17][cH:18][c:19](-[c:21]2[s:22][cH:23][cH:24][cH:25]2)[cH:20]1>>[C:2](=[O:3])([c:4]1[cH:5][cH:6][c:7]([C:8](=[O:9])[O:10][CH3:11])[cH:12][cH:13]1)[NH:14][c:15]1[c:16]([NH:26][C:27]([O:28][C:29]([CH3:30])([CH3:31])[CH3:32])=[O:33])[cH:17][cH:18][c:19](-[c:21]2[s:22][cH:23][cH:24][cH:25]2)[cH:20]1.